Dataset: the Open Reaction Database (ORD), a public repository of structured organic reaction records. Task: describe an organic reaction: reactants, conditions, products, and yield Reactants: OC(C1CCN(CC1)C(=O)OC(C)(C)C)(C1=CC=C(C=C1)C(F)(F)F)C1=CC=CC=C1 (tert-butyl 4-(hydroxy(phenyl)(4-(trifluoromethyl)phenyl)methyl)piperidine-1-carboxylate), C(=O)(C(F)(F)F)O (TFA), CCCCC (pentane). Run in C(Cl)Cl (DCM). Reaction conditions: time 16 hour. Product: C1(=CC=CC=C1)C(=C1CCNCC1)C1=CC=C(C=C1)C(F)(F)F (4-(phenyl(4-(trifluoromethyl)phenyl)-methylene)piperidine). The yield is 68.8%. Reaction SMILES: O[C:2]([C:26]1[CH:31]=[CH:30][CH:29]=[CH:28][CH:27]=1)([C:16]1[CH:21]=[CH:20][C:19]([C:22]([F:25])([F:24])[F:23])=[CH:18][CH:17]=1)[CH:3]1[CH2:8][CH2:7][N:6](C(OC(C)(C)C)=O)[CH2:5][CH2:4]1.C(O)(C(F)(F)F)=O.CCCCC>C(Cl)Cl>[C:26]1([C:2]([C:16]2[CH:17]=[CH:18][C:19]([C:22]([F:25])([F:23])[F:24])=[CH:20][CH:21]=2)=[C:3]2[CH2:4][CH2:5][NH:6][CH2:7][CH2:8]2)[CH:27]=[CH:28][CH:29]=[CH:30][CH:31]=1. Procedure details: To a solution of tert-butyl 4-(hydroxy(phenyl)(4-(trifluoromethyl)phenyl)methyl)piperidine-1-carboxylate (1.0 g, 2.29 mmol) in dry DCM (10 mL) at 0° C. was added TFA (10 mL) dropwise and the resulting solution was stirred at rt for 16 h. The solvents were removed under vacuum. The residue was diluted with DCM, washed with sodium bicarbonate solution and water, dried over sodium sulfate and concentrated under vacuum to afford crude compound which was crashed out of pentane to give 4-(phenyl(4-(tr... Reactants: CCOC(=O)C=Cc1cccn1Cc1ccc(OC)cc1, CCO, [Na+], [OH-]. Product: COc1ccc(Cn2cccc2C=CC(=O)O)cc1. RXN SMILES: [CH3:1][O:2][c:3]1[cH:4][cH:5][c:6]([CH2:7][n:8]2[c:9]([CH:13]=[CH:14][C:15](=[O:16])[O:17][CH2:18][CH3:19])[cH:10][cH:11][cH:12]2)[cH:20][cH:21]1.[CH3:24][CH2:25][OH:26].[Na+:23].[OH-:22]>>[CH3:1][O:2][c:3]1[cH:4][cH:5][c:6]([CH2:7][n:8]2[c:9]([CH:13]=[CH:14][C:15](=[O:16])[OH:17])[cH:10][cH:11][cH:12]2)[cH:20][cH:21]1. Reactants: [K+].CN(C1=CC2=C(C3=C(S2)C=C(C=C3)C(=O)[O-])C=C1)C (7-dimethylaminodibenzothiophene-3-carboxylic acid potassium salt), C(C(=O)Cl)(=O)Cl (oxalyl chloride). The solvent is C1=CC=CC=C1 (benzene), C1=CC=CC=C1 (benzene). Yields the product CN(C1=CC2=C(C3=C(S2)C=C(C=C3)C(=O)Cl)C=C1)C (7-dimethylaminodibenzothiophene-3-carbonyl chloride). As a reaction SMILES: [K+].[CH3:2][N:3]([CH3:20])[C:4]1[CH:19]=[CH:18][C:7]2[C:8]3[CH:14]=[CH:13][C:12]([C:15]([O-])=[O:16])=[CH:11][C:9]=3[S:10][C:6]=2[CH:5]=1.C(Cl)(=O)C([Cl:24])=O>C1C=CC=CC=1>[CH3:2][N:3]([CH3:20])[C:4]1[CH:19]=[CH:18][C:7]2[C:8]3[CH:14]=[CH:13][C:12]([C:15]([Cl:24])=[O:16])=[CH:11][C:9]=3[S:10][C:6]=2[CH:5]=1 |f:0.1|. Reported procedure: To a suspension of 1.9 g. of 7-dimethylaminodibenzothiophene-3-carboxylic acid potassium salt in 100 ml. of refluxing benzene was added over a period of 20 minutes a solution of 1.2 g. of oxalyl chloride in 25 ml. of benzene. The solution was then stirred and refluxed for 3 hours. The hot solution was filtered, and the filtrate was distilled to dryness in vacuo (steam bath, rotary evaporator). The residue of crude 7-dimethylaminodibenzothiophene-3-carbonyl chloride weighed 1.8 g. Starting materials: N1CC(C1)NC(C1=C(C=C(C(=C1)OC)NC=1N=CC2=C(N(CC(C(N2C)=O)(F)F)C2CCCC2)N1)F)=O (N-(azetidin-3-yl)-4-(9-cyclopentyl-7,7-difluoro-5-methyl-6-oxo-6,7,8,9-tetrahydro-5H-pyrimido[4,5-b][1,4]diazepin-2-ylamino)-2-fluoro-5-methoxybenzamide), C1(CCCC1)=O (cyclopentanone). Product: C1(CCCC1)N1C2=C(N(C(C(C1)(F)F)=O)C)C=NC(=N2)NC2=CC(=C(C(=O)NC1CN(C1)C1CCCC1)C=C2OC)F (4-(9-cyclopentyl-7,7-difluoro-5-methyl-6-oxo-6,7,8,9-tetrahydro-5H-pyrimido[4,5-b][1,4]diazepin-2-ylamino)-N-(1-cyclopentylazetidin-3-yl)-2-fluoro-5-methoxybenzamide). RXN SMILES: [NH:1]1[CH2:4][CH:3]([NH:5][C:6](=[O:37])[C:7]2[CH:12]=[C:11]([O:13][CH3:14])[C:10]([NH:15][C:16]3[N:17]=[CH:18][C:19]4[N:25]([CH3:26])[C:24](=[O:27])[C:23]([F:29])([F:28])[CH2:22][N:21]([CH:30]5[CH2:34][CH2:33][CH2:32][CH2:31]5)[C:20]=4[N:35]=3)=[CH:9][C:8]=2[F:36])[CH2:2]1.[C:38]1(=O)[CH2:42][CH2:41][CH2:40][CH2:39]1>>[CH:30]1([N:21]2[CH2:22][C:23]([F:28])([F:29])[C:24](=[O:27])[N:25]([CH3:26])[C:19]3[CH:18]=[N:17][C:16]([NH:15][C:10]4[C:11]([O:13][CH3:14])=[CH:12][C:7]([C:6]([NH:5][CH:3]5[CH2:2][N:1]([CH:38]6[CH2:42][CH2:41][CH2:40][CH2:39]6)[CH2:4]5)=[O:37])=[C:8]([F:36])[CH:9]=4)=[N:35][C:20]2=3)[CH2:34][CH2:33][CH2:32][CH2:31]1. Procedure: The title compound was synthesized by following the Reductive Amination Procedure using N-(azetidin-3-yl)-4-(9-cyclopentyl-7,7-difluoro-5-methyl-6-oxo-6,7,8,9-tetrahydro-5H-pyrimido[4,5-b][1,4]diazepin-2-ylamino)-2-fluoro-5-methoxybenzamide and cyclopentanone. 1H NMR (400 MHz, DMSO-d6) δ ppm 1.23-1.35 (m, 2H) 1.38-1.78 (m, 11H) 1.96 (br. s., 2H) 2.67 (br. s., 1H) 2.87 (t, J=7.33 Hz, 2H) 3.49 (t, J=7.33 Hz, 2H) 3.91 (s, 3H) 4.08 (t, J=13.77 Hz, 2H) 4.33-4.44 (m, 1H) 4.78-4.88 (m, 1H) 7.19 (d, J=6... The reactants are C(CCC)[Li] (n-Butyllithium), C(CCCCCCCCC)OC1=CSC=C1OCCCCCCCCCC (3,4-didecyloxythiophene), C(CCC)[Sn](CCCC)(CCCC)Cl (Tributylstannyl chloride). Solvent: C1CCOC1 (THF). Run at temperature -40 celsius, time 1 hour. Product: C(CCC)[Sn](C=1SC=C(C1OCCCCCCCCCC)OCCCCCCCCCC)(CCCC)CCCC (2-(tributylstannyl)-3,4-didecyloxythiophene). Isolated yield 99.0%. As a reaction SMILES: C([Li])CCC.[CH2:6]([O:16][C:17]1[C:21]([O:22][CH2:23][CH2:24][CH2:25][CH2:26][CH2:27][CH2:28][CH2:29][CH2:30][CH2:31][CH3:32])=[CH:20][S:19][CH:18]=1)[CH2:7][CH2:8][CH2:9][CH2:10][CH2:11][CH2:12][CH2:13][CH2:14][CH3:15].[CH2:33]([Sn:37](Cl)([CH2:42][CH2:43][CH2:44][CH3:45])[CH2:38][CH2:39][CH2:40][CH3:41])[CH2:34][CH2:35][CH3:36]>C1COCC1>[CH2:42]([Sn:37]([CH2:33][CH2:34][CH2:35][CH3:36])([CH2:38][CH2:39][CH2:40][CH3:41])[C:18]1[S:19][CH:20]=[C:21]([O:22][CH2:23][CH2:24][CH2:25][CH2:26][CH2:27][CH2:28][CH2:29][CH2:30][CH2:31][CH3:32])[C:17]=1[O:16][CH2:6][CH2:7][CH2:8][CH2:9][CH2:10][CH2:11][CH2:12][CH2:13][CH2:14][CH3:15])[CH2:43][CH2:44][CH3:45]. Procedure details: n-Butyllithium (1.8 mL, 4.5 mmol, 2.5 M solution in hexane) was added dropwise at -78° C. to a solution of 3,4-didecyloxythiophene (1.86 g, 4.69 mmol) in anhydrous THF (200 mL) under nitrogen. The solution was stirred for 1 h and warmed to -40° C. Tributylstannyl chloride (1.47 g, 4.52 mmol) was added and the entire solution was finally allowed to warm to room temperature. At room temperature the mixture was filtered using Celite and the solvent was stripped. The organo-tin compound was vacuum d...